Dataset: the Open Reaction Database (ORD), a public repository of structured organic reaction records. Task: describe an organic reaction: reactants, conditions, products, and yield Starting materials: C(CC)C1=CC=C(OC=2C=CC3=C(C=C(CCS3(=O)=O)C(=O)OC)C2)C=C1 (methyl 7-(4-propylphenoxy)-1,1-dioxo-2,3-dihydro-1-benzothiepine-4-carboxylate), aqueous solution, C([O-])([O-])=O.[K+].[K+] (potassium carbonate), Cl (hydrochloric acid). Solvent: C1CCOC1.CO (THF methanol). Reaction conditions: temperature 65 celsius, time 20 hour. The product is C(CC)C1=CC=C(OC=2C=CC3=C(C=C(CCS3(=O)=O)C(=O)O)C2)C=C1 (7-(4-propylphenoxy)-1,1-dioxo-2,3-dihydro-1-benzothiepine-4-carboxylic acid). Yield: 65.9%. Reaction SMILES: [CH2:1]([C:4]1[CH:27]=[CH:26][C:7]([O:8][C:9]2[CH:10]=[CH:11][C:12]3[S:18](=[O:20])(=[O:19])[CH2:17][CH2:16][C:15]([C:21]([O:23]C)=[O:22])=[CH:14][C:13]=3[CH:25]=2)=[CH:6][CH:5]=1)[CH2:2][CH3:3].C(=O)([O-])[O-].[K+].[K+].Cl>C1COCC1.CO>[CH2:1]([C:4]1[CH:5]=[CH:6][C:7]([O:8][C:9]2[CH:10]=[CH:11][C:12]3[S:18](=[O:19])(=[O:20])[CH2:17][CH2:16][C:15]([C:21]([OH:23])=[O:22])=[CH:14][C:13]=3[CH:25]=2)=[CH:26][CH:27]=1)[CH2:2][CH3:3] |f:1.2.3,5.6|. Procedure: Into a solution of methyl 7-(4-propylphenoxy)-1,1-dioxo-2,3-dihydro-1-benzothiepine-4-carboxylate (0.40 g) in THF-methanol (10-5 ml) was added at room temperature a 1 M aqueous solution of potassium carbonate (3.0 ml), and the resulting mixture was stirred at 65° C. for 20 hours. After cooling to room temperature, 1 N hydrochloric acid (10 ml) was added to the reaction mixture, which was extracted with ethyl acetate. The organic layer was washed with an aqueous saturated solution of sodium chlor... The reactants are C1(=CC=CC=C1)[Li] (Phenyllithium), COC=1C=C(C=CC1OC)C(CN1C(N(C=C1)CC1=CC=CC=C1)=O)OCC ((±)-1-[2-(3,4-dimethoxyphenyl)-2-ethoxyethyl]-1,3-dihydro-3-(phenylmethyl)-2H-imidazol-2-one), ice water. The solvent is C1CCOC1 (THF). Conditions: time 8 hour. The product is COC=1C=C(C=CC1OC)C(CN1C(NC=C1)=O)OCC ((±)-1-[2(3,4-dimethoxyphenyl)-2-ethoxyethyl]-1,3-dihydro-2H-imidazol-2-one). Isolated yield 2.7%. RXN SMILES: [CH3:1][O:2][C:3]1[CH:4]=[C:5]([CH:11]([O:26][CH2:27][CH3:28])[CH2:12][N:13]2[CH:17]=[CH:16][N:15](CC3C=CC=CC=3)[C:14]2=[O:25])[CH:6]=[CH:7][C:8]=1[O:9][CH3:10].C1([Li])C=CC=CC=1>C1COCC1>[CH3:1][O:2][C:3]1[CH:4]=[C:5]([CH:11]([O:26][CH2:27][CH3:28])[CH2:12][N:13]2[CH:17]=[CH:16][NH:15][C:14]2=[O:25])[CH:6]=[CH:7][C:8]=1[O:9][CH3:10]. Reported procedure: A solution of (±)-1-[2-(3,4-dimethoxyphenyl)-2-ethoxyethyl]-1,3-dihydro-3-(phenylmethyl)-2H-imidazol-2-one (4.86 g) in THF (100 ml) was stirred at RT. Phenyllithium (1.278 g) was added dropwise and the mixture was stirred overnight at RT. The mixture was carefully poured out into ice/water (200 ml), then extracted three times with CH2Cl2 (150 ml). The separated organic layer was dried (MgSO4), filtered, and the solvent was evaporated The residue was purified by short column chromatography over s... The reactants are CC(C[C@]1(NC(N(CCC1)[C@@H](C)C1=CC=C(C=C1)B1OC(C(O1)(C)C)(C)C)=O)C1=CC=CC=C1)=C ((S)-4-(2-methylallyl)-4-phenyl-1-((S)-1-(4-(4,4,5,5-tetramethyl-1,3,2-dioxaborolan-2-yl)phenyl)ethyl)-1,3-diazepan-2-one), IC1=CC(N(C=C1)C)=O (4-iodo-1-methylpyridin-2(1H)-one). The product is CN1C(C=C(C=C1)C1=CC=C(C=C1)[C@H](C)N1C(N[C@](CCC1)(C1=CC=CC=C1)CC(=C)C)=O)=O ((S)-1-((S)-1-(4-(1-methyl-2-oxo-1,2-dihydropyridin-4-yl)phenyl)ethyl)-4-(2-methylallyl)-4-phenyl-1,3-diazepan-2-one). As a reaction SMILES: [CH3:1][C:2](=[CH2:35])[CH2:3][C@:4]1([C:29]2[CH:34]=[CH:33][CH:32]=[CH:31][CH:30]=2)[CH2:10][CH2:9][CH2:8][N:7]([C@H:11]([C:13]2[CH:18]=[CH:17][C:16](B3OC(C)(C)C(C)(C)O3)=[CH:15][CH:14]=2)[CH3:12])[C:6](=[O:28])[NH:5]1.I[C:37]1[CH:42]=[CH:41][N:40]([CH3:43])[C:39](=[O:44])[CH:38]=1>>[CH3:43][N:40]1[CH:41]=[CH:42][C:37]([C:16]2[CH:15]=[CH:14][C:13]([C@@H:11]([N:7]3[CH2:8][CH2:9][CH2:10][C@:4]([CH2:3][C:2]([CH3:1])=[CH2:35])([C:29]4[CH:30]=[CH:31][CH:32]=[CH:33][CH:34]=4)[NH:5][C:6]3=[O:28])[CH3:12])=[CH:18][CH:17]=2)=[CH:38][C:39]1=[O:44]. Procedure details: The title compound was prepared following a procedure analogous to that described in Example 10 Step 3 using (S)-4-(2-methylallyl)-4-phenyl-1-((S)-1-(4-(4,4,5,5-tetramethyl-1,3,2-dioxaborolan-2-yl)phenyl)ethyl)-1,3-diazepan-2-one and 4-iodo-1-methylpyridin-2(1H)-one. The reactants are CCN=C=NCCCN(C)C, CN(C)C=O, CCOC(C)=O, CCN(C(C)C)C(C)C, Cl, CC(C)(C)OC(=O)N1CCC(N)C(O)C1, O=C(NC1(C(=O)O)CCCCC1)c1ccco1. Yields the product CC(C)(C)OC(=O)N1CCC(NC(=O)C2(NC(=O)c3ccco3)CCCCC2)C(O)C1. Reaction SMILES: [CH3:43][N:44]([CH3:45])[CH2:46][CH2:47][CH2:48][N:49]=[C:50]=[N:51][CH2:52][CH3:53].[CH3:54][N:55]([CH3:56])[CH:57]=[O:58].[CH3:59][CH2:60][O:61][C:62](=[O:63])[CH3:64].[CH:33]([N:34]([CH:35]([CH3:36])[CH3:37])[CH2:38][CH3:39])([CH3:40])[CH3:41].[ClH:42].[NH2:1][CH:2]1[CH:3]([OH:15])[CH2:4][N:5]([C:8](=[O:9])[O:10][C:11]([CH3:12])([CH3:13])[CH3:14])[CH2:6][CH2:7]1.[o:16]1[c:17]([C:21](=[O:22])[NH:23][C:24]2([C:30](=[O:31])[OH:32])[CH2:25][CH2:26][CH2:27][CH2:28][CH2:29]2)[cH:18][cH:19][cH:20]1>>[NH:1]([CH:2]1[CH:3]([OH:15])[CH2:4][N:5]([C:8](=[O:9])[O:10][C:11]([CH3:12])([CH3:13])[CH3:14])[CH2:6][CH2:7]1)[C:30]([C:24]1([NH:23][C:21]([c:17]2[o:16][cH:20][cH:19][cH:18]2)=[O:22])[CH2:25][CH2:26][CH2:27][CH2:28][CH2:29]1)=[O:31]. Starting materials: C(#N)C1(CN(CC1)C(=O)OC(C)(C)C)N1CCC(CC1)C1=CC=CC=C1 (tert-butyl 3-cyano-3-(4-phenylpiperidin-1-yl)pyrrolidine-1-carboxylate), C[Mg]Br (methylmagnesium bromide). The solvent is C1CCOC1 (THF). Conditions: time 2.5 hour. Product: CC1(CN(CC1)C(=O)OC(C)(C)C)N1CCC(CC1)C1=CC=CC=C1 (tert-butyl 3-methyl-3-(4-phenylpiperidin-1-yl)pyrrolidine-1-carboxylate). Yield: 96.2%. Reaction SMILES: [C:1]([C:3]1([N:15]2[CH2:20][CH2:19][CH:18]([C:21]3[CH:26]=[CH:25][CH:24]=[CH:23][CH:22]=3)[CH2:17][CH2:16]2)[CH2:7][CH2:6][N:5]([C:8]([O:10][C:11]([CH3:14])([CH3:13])[CH3:12])=[O:9])[CH2:4]1)#N.C[Mg]Br>C1COCC1>[CH3:1][C:3]1([N:15]2[CH2:20][CH2:19][CH:18]([C:21]3[CH:26]=[CH:25][CH:24]=[CH:23][CH:22]=3)[CH2:17][CH2:16]2)[CH2:7][CH2:6][N:5]([C:8]([O:10][C:11]([CH3:12])([CH3:13])[CH3:14])=[O:9])[CH2:4]1. Reported procedure: To a 0° C. solution of tert-butyl 3-cyano-3-(4-phenylpiperidin-1-yl)pyrrolidine-1-carboxylate (1.2 g, 3.38 mmol) in THF (16 mL) was added a solution of methylmagnesium bromide (1.4M in THF, 12.06 mL) dropwise. The mixture was stirred at ambient temperature for about 2.5 h, cooled to about 0° C. and quenched by the dropwise addition of saturated ammonium chloride solution. The organic phase was separated, washed with water (2×75 mL) and brine (50 mL), dried over magnesium sulfate and concentrated... Reaction conditions: time 16 hour. Run in O (water). Starting materials: CC1=NC2=C(C=CC=C2C=C1)NC1=NC(=CC=C1)C (2-methyl-N-(6-methylpyridin-2-yl)quinolin-8-amine), BrC1=NC=CC=C1 (2-bromopyridine), C([O-])([O-])=O.[Na+].[Na+] (sodium carbonate), [Br-].[K+] (potassium bromide). Reported procedure: To a flask were added 2.5 g of 2-methyl-N-(6-methylpyridin-2-yl)quinolin-8-amine, 4.7 g of 2-bromopyridine, 1.6 g of sodium carbonate, 51 mg of copper bronze, 5 mg of potassium bromide, and 3 ml of mesytylene. After stirring under nitrogen at 160 C for 16 hours, the mixture was cooled to 22 C, and 35 ml of water was added and the product was extracted with 50 ml ethyl acetate. After washing twice with 20 ml of water, the solvent was removed, and the product was purified by silica gel chromatogra... Reaction SMILES: [CH3:1][C:2]1[CH:11]=[CH:10][C:9]2[C:4](=[C:5]([NH:12][C:13]3[CH:18]=[CH:17][CH:16]=[C:15]([CH3:19])[N:14]=3)[CH:6]=[CH:7][CH:8]=2)[N:3]=1.Br[C:21]1[CH:26]=[CH:25][CH:24]=[CH:23][N:22]=1.C(=O)([O-])[O-].[Na+].[Na+].[Br-].[K+]>[Cu].O>[CH3:1][C:2]1[CH:11]=[CH:10][C:9]2[C:4](=[C:5]([N:12]([C:13]3[CH:18]=[CH:17][CH:16]=[C:15]([CH3:19])[N:14]=3)[C:21]3[CH:26]=[CH:25][CH:24]=[CH:23][N:22]=3)[CH:6]=[CH:7][CH:8]=2)[N:3]=1 |f:2.3.4,5.6|. The reagents and catalysts are [Cu] (copper bronze). Product: CC1=NC2=C(C=CC=C2C=C1)N(C1=NC=CC=C1)C1=NC(=CC=C1)C (2-Methyl-N-(6-methylpyridin-2-yl)-N-pyridin-2-ylquinolin-8-amine).